From a dataset of the Open Reaction Database (ORD), a public repository of structured organic reaction records. describe an organic reaction: reactants, conditions, products, and yield Reactants: FC(C(=O)O)(F)F.NCC(=O)N1CCN(CC1)C(C1=C(C=CC=C1)C(F)(F)F)=O (2-amino-1-[4-(2-trifluoromethyl-benzoyl)-piperazin-1-yl]-ethanone trifluoroacetic acid salt), CCN(C(C)C)C(C)C (DIPEA), C1(=CC=CC=C1)CCC(=O)N1CCC(CC1)C(=O)O (1-(3-phenyl-propionyl)-piperidine-4-carboxylic acid), C=1C=CC2=C(C1)N=NN2O (HOBT), CCN=C=NCCCN(C)C (EDCI). Run in O (water), CN(C)C=O (DMF). Reaction conditions: time 2 minute. The product is O=C(CNC(=O)C1CCN(CC1)C(CCC1=CC=CC=C1)=O)N1CCN(CC1)C(C1=C(C=CC=C1)C(F)(F)F)=O (1-(3-phenyl-propionyl)-piperidine-4-carboxylic acid {2-oxo-2-[4-(2-trifluoromethyl-benzoyl)-piperazin-1-yl]-ethyl}-amide). The yield is 27.8%. RXN SMILES: CCN(C(C)C)C(C)C.[C:10]1([CH2:16][CH2:17][C:18]([N:20]2[CH2:25][CH2:24][CH:23]([C:26]([OH:28])=O)[CH2:22][CH2:21]2)=[O:19])[CH:15]=[CH:14][CH:13]=[CH:12][CH:11]=1.C1C=CC2N(O)N=NC=2C=1.CCN=C=NCCCN(C)C.FC(F)(F)C(O)=O.[NH2:57][CH2:58][C:59]([N:61]1[CH2:66][CH2:65][N:64]([C:67](=[O:78])[C:68]2[CH:73]=[CH:72][CH:71]=[CH:70][C:69]=2[C:74]([F:77])([F:76])[F:75])[CH2:63][CH2:62]1)=[O:60]>CN(C=O)C.O>[O:60]=[C:59]([N:61]1[CH2:62][CH2:63][N:64]([C:67](=[O:78])[C:68]2[CH:73]=[CH:72][CH:71]=[CH:70][C:69]=2[C:74]([F:77])([F:76])[F:75])[CH2:65][CH2:66]1)[CH2:58][NH:57][C:26]([CH:23]1[CH2:22][CH2:21][N:20]([C:18](=[O:19])[CH2:17][CH2:16][C:10]2[CH:11]=[CH:12][CH:13]=[CH:14][CH:15]=2)[CH2:25][CH2:24]1)=[O:28] |f:4.5|. Procedure details: DIPEA (72.27 mg, 0.09 mL, 0.55 mmol) was added to a stirred solution of 1-(3-phenyl-propionyl)-piperidine-4-carboxylic acid (58.38 mg, 0.22 mmol) in DMF (1 mL). HOBT (30.2 mg, 0.22 mmol) and EDCI (42.76 mg, 0.22 mmol) were then added at room temperature. After 2 minutes, 2-amino-1-[4-(2-trifluoromethyl-benzoyl)-piperazin-1-yl]-ethanone trifluoroacetic acid salt (80 mg, 0.18 mmol) was added and the resulting mixture was stirred at room temperature for 16 hrs. Cold water was then added and the pro... Reactants: 1-[, ClC1=C(C=CC(=C1)Cl)C(CNNC(C)=O)CCC (2-(2,4-dichlorophenyl)-pentyl-2-acetylhydrazine), C(=O)O (formic acid). Product: ClC1=C(C=CC(=C1)Cl)C(CN(NC=O)C=O)CCC (1-[2-(2,4-dichlorophenyl)-pentyl]-1,2-diformylhydrazine). Reaction SMILES: [Cl:1][C:2]1[CH:7]=[C:6]([Cl:8])[CH:5]=[CH:4][C:3]=1[CH:9]([CH2:16][CH2:17][CH3:18])[CH2:10][NH:11][NH:12][C:13](=[O:15])C.[CH:19](O)=[O:20]>>[Cl:1][C:2]1[CH:7]=[C:6]([Cl:8])[CH:5]=[CH:4][C:3]=1[CH:9]([CH2:16][CH2:17][CH3:18])[CH2:10][N:11]([CH:19]=[O:20])[NH:12][CH:13]=[O:15]. Procedure: 5.0 g (0.017 mol) of 1-[2-(2,4-dichlorophenyl)-pentyl-2-acetylhydrazine in 20 ml of 85% aqueous formic acid are heated for 18 hours at 100° C. Column-chromatography of the residue obtained after concentration by evaporation yields pure 1-[2-(2,4-dichlorophenyl)-pentyl]-1,2-diformylhydrazine: Reactants: O (water), Cl (hydrochloric acid), Cl.NCC1=C(C=C(C=C1C(C)(C)C)C(C)(C)C)O (2-(aminomethyl)-3,5-di-tert-butylphenol hydrochloride), hydrochloride salt, C1N2CN3CN1CN(C2)C3 (hexamethylenetetramine). The solvent is C(C)(=O)O.O (acetic acid water). Conditions: time 10 minute. Product: C(C)(C)(C)C=1C(=C(C=C(C1)C(C)(C)C)O)CNC (3,5-Di-tert-butyl-2-[(methylamino)methyl]phenol). Reaction SMILES: Cl.[NH2:2][CH2:3][C:4]1[C:9]([C:10]([CH3:13])([CH3:12])[CH3:11])=[CH:8][C:7]([C:14]([CH3:17])([CH3:16])[CH3:15])=[CH:6][C:5]=1[OH:18].[CH2:19]1N2CN3CN(C2)CN1C3.O.Cl>C(O)(=O)C.O>[C:10]([C:9]1[C:4]([CH2:3][NH:2][CH3:19])=[C:5]([OH:18])[CH:6]=[C:7]([C:14]([CH3:17])([CH3:16])[CH3:15])[CH:8]=1)([CH3:11])([CH3:12])[CH3:13] |f:0.1,5.6|. Procedure details: To a solution of 1.25 g (4.60 mmol) of the product of Example 19 (as the hydrochloride salt) in 10 mL of acetic acid-water (11:3) was added 0.75 g (5.35 mmol) of hexamethylenetetramine. The mixture was refluxed for 3 h then treated with 6 mL of water and 3 mL of conc. hydrochloric acid. Heating was continued for 10 min at which point the reaction mixture was cooled and concentrated in vacuo to remove the acetic acid. The residue was partitioned between EtOAc and water, and the aqueous layer was ... The reactants are C1=CC(=C(C=C1OCC(F)(F)F)C(=O)NCC2CCCCN2)OCC(F)(F)F (Flecainide), C(C)(=O)O (acetic acid), CCCCCC (hexane). Run in C(C)(C)O (isopropanol). Yields the product CC(=O)O.C1=CC(=C(C=C1OCC(F)(F)F)C(=O)NCC2CCCCN2)OCC(F)(F)F (Flecainide acetate). Isolated yield 89.7%. Reaction SMILES: [CH:1]1[C:6]([O:7][CH2:8][C:9]([F:12])([F:11])[F:10])=[CH:5][C:4]([C:13]([NH:15][CH2:16][CH:17]2[NH:22][CH2:21][CH2:20][CH2:19][CH2:18]2)=[O:14])=[C:3]([O:23][CH2:24][C:25]([F:28])([F:27])[F:26])[CH:2]=1.[C:29]([OH:32])(=[O:31])[CH3:30].CCCCCC>C(O)(C)C>[CH3:30][C:29]([OH:32])=[O:31].[CH:1]1[C:6]([O:7][CH2:8][C:9]([F:12])([F:10])[F:11])=[CH:5][C:4]([C:13]([NH:15][CH2:16][CH:17]2[NH:22][CH2:21][CH2:20][CH2:19][CH2:18]2)=[O:14])=[C:3]([O:23][CH2:24][C:25]([F:27])([F:26])[F:28])[CH:2]=1 |f:4.5|. Procedure details: To a solution of Flecainide free base (1.5 g) in isopropanol (7.5 ml) was added glacial acetic acid (0.3 g) and the solution was stirred under reflux for 2 hours. The solution was cooled to room temperature and hexane (15 ml) was added and solids began to precipitate. The resulting suspension was stirred at 20–25° C. for 2 hours and the solids were filtered and then rinsed with hexane (2×10 ml). The damp cake was dried in vacuum for 4 hours to give Flecainide acetate as a white solid (1.54 g, Yi... Reactants: CCC1(OC(C)=O)C(=O)OCc2c1cc1n(c2=O)Cc2c-1nc1ccccc1c2CC[Si](C)(C)CCC[NH3+], CN(C)C(=O)Cl, O=C([O-])C(F)(F)F. RXN SMILES: [C:1]([CH3:2])(=[O:3])[O:4][C:5]1([CH2:37][CH3:38])[C:6](=[O:36])[O:7][CH2:8][c:9]2[c:10]1[cH:11][c:12]1[n:20]([c:21]2=[O:22])[CH2:19][c:18]2[c:13]-1[n:14][c:15]1[c:16]([c:17]2[CH2:23][CH2:24][Si:25]([CH2:26][CH2:27][CH2:28][NH3+:29])([CH3:30])[CH3:31])[cH:32][cH:33][cH:34][cH:35]1.[CH3:46][N:47]([C:48](=[O:49])[Cl:50])[CH3:51].[F:39][C:40]([F:41])([F:42])[C:43]([O-:44])=[O:45]>>[C:1]([CH3:2])(=[O:3])[O:4][C:5]1([CH2:37][CH3:38])[C:6](=[O:36])[O:7][CH2:8][c:9]2[c:10]1[cH:11][c:12]1[n:20]([c:21]2=[O:22])[CH2:19][c:18]2[c:13]-1[n:14][c:15]1[c:16]([c:17]2[CH2:23][CH2:24][Si:25]([CH2:26][CH2:27][CH2:28][NH:29][C:48]([N:47]([CH3:46])[CH3:51])=[O:49])([CH3:30])[CH3:31])[cH:32][cH:33][cH:34][cH:35]1. The product is CCC1(OC(C)=O)C(=O)OCc2c1cc1n(c2=O)Cc2c-1nc1ccccc1c2CC[Si](C)(C)CCCNC(=O)N(C)C. Starting materials: Cc1cc2[nH]cc(C)c2cc1Br, [Li]C(C)(C)C, CN(C)C=O. The product is Cc1cc2[nH]cc(C)c2cc1C=O. RXN SMILES: [Br:6][c:7]1[cH:8][c:9]2[c:10]([CH3:17])[cH:11][nH:12][c:13]2[cH:14][c:15]1[CH3:16].[C:1]([Li:2])([CH3:3])([CH3:4])[CH3:5].[O:18]=[CH:19][N:20]([CH3:21])[CH3:22]>>[c:7]1([CH:19]=[O:18])[cH:8][c:9]2[c:10]([CH3:17])[cH:11][nH:12][c:13]2[cH:14][c:15]1[CH3:16]. Reactants: C=C1C=C2CC[C@H]3[C@@H]4CCC([C@@]4(C)CC[C@@H]3[C@]2(CC1)CO)=O (3-methylene-androst-4-ene-19-ol-17-one), [BH4-].[Na+] (sodium borohydride). The solvent is O (water), CO (methanol). Conditions: time 8 hour. Product: C=C1C=C2CC[C@H]3[C@@H]4CC[C@@H]([C@@]4(C)CC[C@@H]3[C@]2(CC1)CO)O (3-Methylene-androst-4-ene-17β,19-diol). RXN SMILES: [CH2:1]=[C:2]1[CH2:19][CH2:18][C@@:17]2([CH2:20][OH:21])[C:4]([CH2:5][CH2:6][C@@H:7]3[C@@H:16]2[CH2:15][CH2:14][C@@:12]2([CH3:13])[C@H:8]3[CH2:9][CH2:10][C:11]2=[O:22])=[CH:3]1.[BH4-].[Na+]>CO.O>[CH2:1]=[C:2]1[CH2:19][CH2:18][C@@:17]2([CH2:20][OH:21])[C:4]([CH2:5][CH2:6][C@@H:7]3[C@@H:16]2[CH2:15][CH2:14][C@@:12]2([CH3:13])[C@H:8]3[CH2:9][CH2:10][C@@H:11]2[OH:22])=[CH:3]1 |f:1.2|. Procedure: To a solution of 3-methylene-androst-4-ene-19-ol-17-one in methanol was added a 2 molar excess of sodium borohydride. The mixture was stirred overnight at room temperature, diluted with water, extracted with ethyl acetate, washed with water, the organic layer separated, and dried over anhydrous sodium sulfate, filtered and evaporated. The residue was purified by thick layer chromatography over silica gel using n-hexane-ethyl acetate as a solvent. Starting materials: C1CCOC1, CCCC[N+](CCCC)(CCCC)CCCC, Cc1nc(NC(=O)N2CC(O[Si](c3ccccc3)(c3ccccc3)C(C)(C)C)C2)sc1-c1ccc(Cl)c(S(C)(=O)=O)c1, [F-]. Yields the product Cc1nc(NC(=O)N2CC(O)C2)sc1-c1ccc(Cl)c(S(C)(=O)=O)c1. RXN SMILES: [CH2:61]1[O:62][CH2:63][CH2:64][CH2:65]1.[CH3:44][CH2:45][CH2:46][CH2:47][N+:48]([CH2:49][CH2:50][CH2:51][CH3:52])([CH2:53][CH2:54][CH2:55][CH3:56])[CH2:57][CH2:58][CH2:59][CH3:60].[Cl:1][c:2]1[c:3]([S:39](=[O:40])(=[O:41])[CH3:42])[cH:4][c:5](-[c:8]2[c:9]([CH3:38])[n:10][c:11]([NH:13][C:14](=[O:15])[N:16]3[CH2:17][CH:18]([O:20][Si:21]([C:22]([CH3:23])([CH3:24])[CH3:25])([c:26]4[cH:27][cH:28][cH:29][cH:30][cH:31]4)[c:32]4[cH:33][cH:34][cH:35][cH:36][cH:37]4)[CH2:19]3)[s:12]2)[cH:6][cH:7]1.[F-:43]>>[Cl:1][c:2]1[c:3]([S:39](=[O:40])(=[O:41])[CH3:42])[cH:4][c:5](-[c:8]2[c:9]([CH3:38])[n:10][c:11]([NH:13][C:14](=[O:15])[N:16]3[CH2:17][CH:18]([OH:20])[CH2:19]3)[s:12]2)[cH:6][cH:7]1. Starting materials: O (water), ClC=1C2=C(N=CN1)N(C=C2Cl)S(=O)(=O)C2=CC=CC=C2 (4,5-dichloro-7-(phenylsulfonyl)-7H-pyrrolo[2,3-d]pyrimidine), N1CCC(CC1)NC(C1=CC=CC=C1)=O (N-4-piperidinylbenzamide), C(C)(C)N(C(C)C)CC (N,N-diisopropylethylamine). Run in CN1CCCC1=O (NMP). Conditions: time 16 hour. The product is ClC1=CN(C=2N=CN=C(C21)N2CCC(CC2)NC(C2=CC=CC=C2)=O)S(=O)(=O)C2=CC=CC=C2 (N-{1-[5-chloro-7-(phenylsulfonyl)-7H-pyrrolo[2,3-d]pyrimidin-4-yl]-4-piperidinyl}benzamide). As a reaction SMILES: Cl[C:2]1[C:3]2[C:10]([Cl:11])=[CH:9][N:8]([S:12]([C:15]3[CH:20]=[CH:19][CH:18]=[CH:17][CH:16]=3)(=[O:14])=[O:13])[C:4]=2[N:5]=[CH:6][N:7]=1.[NH:21]1[CH2:26][CH2:25][CH:24]([NH:27][C:28](=[O:35])[C:29]2[CH:34]=[CH:33][CH:32]=[CH:31][CH:30]=2)[CH2:23][CH2:22]1.C(N(CC)C(C)C)(C)C.O>CN1C(=O)CCC1>[Cl:11][C:10]1[C:3]2[C:2]([N:21]3[CH2:26][CH2:25][CH:24]([NH:27][C:28](=[O:35])[C:29]4[CH:34]=[CH:33][CH:32]=[CH:31][CH:30]=4)[CH2:23][CH2:22]3)=[N:7][CH:6]=[N:5][C:4]=2[N:8]([S:12]([C:15]2[CH:20]=[CH:19][CH:18]=[CH:17][CH:16]=2)(=[O:14])=[O:13])[CH:9]=1. Procedure: 4,5-dichloro-7-(phenylsulfonyl)-7H-pyrrolo[2,3-d]pyrimidine D40 (400 mg) and N-4-piperidinylbenzamide (300 mg, 1.46 mmol) were dissolved in NMP (4 ml), then N,N-diisopropylethylamine (315 mg, 2.44 mmol) was added dropwise. The reaction was stirred at room temperature for 16 hours then poured into water extracted with EtOAc (2×100 ml). Organic layer was washed with water (4×30 ml), brine (50 ml), dried with MgSO4, filtered and solvent removed. Yellow solid obtained was purified by flash chromatog... The reactants are CCOC(=O)c1ccc(N)cc1, ClC(Cl)Cl, ClP(Cl)(Cl)(Cl)Cl, [NH4+], [OH-], O, O=CN(c1ccccc1)c1ccccc1. The product is CCOC(=O)c1ccc(N=CN(c2ccccc2)c2ccccc2)cc1. As a reaction SMILES: [CH3:22][CH2:23][O:24][C:25](=[O:26])[c:27]1[cH:28][cH:29][c:30]([NH2:31])[cH:32][cH:33]1.[CH:36]([Cl:37])([Cl:38])[Cl:39].[Cl:16][P:17]([Cl:18])([Cl:19])([Cl:20])[Cl:21].[NH4+:34].[OH-:35].[OH2:40].[c:1]1([N:7]([CH:8]=[O:9])[c:10]2[cH:11][cH:12][cH:13][cH:14][cH:15]2)[cH:2][cH:3][cH:4][cH:5][cH:6]1>>[c:1]1([N:7]([CH:8]=[N:31][c:30]2[cH:29][cH:28][c:27]([C:25]([O:24][CH2:23][CH3:22])=[O:26])[cH:33][cH:32]2)[c:10]2[cH:11][cH:12][cH:13][cH:14][cH:15]2)[cH:2][cH:3][cH:4][cH:5][cH:6]1.